describe an organic reaction: reactants, conditions, products, and yield From a dataset of the Open Reaction Database (ORD), a public repository of structured organic reaction records. The reactants are C(C)(=O)NC1=CC(=CC=C1)N1C(=NC=C1)C (N-Acetyl 3-(2-methylimidazol-1-yl)aniline), [H-].[Na+] (sodium hydride), O (water), FC1=C(C=C(C=C1)I)[N+](=O)[O-] (4-Fluoro-1-iodo-3-nitrobenzene). The solvent is CN1C(CCC1)=O (N-methyl-2-pyrrolidone). Reaction conditions: temperature 45 celsius, time 1 hour. The product is CC=1N(C=CN1)C=1C=C(C=CC1)NC1=C(C=C(C=C1)I)[N+](=O)[O-] (N-(3-(2-Methyl-1-imidazolyl)phenyl)-2-nitro-4-iodoaniline). Yield: 51.2%. As a reaction SMILES: C([NH:4][C:5]1[CH:10]=[CH:9][CH:8]=[C:7]([N:11]2[CH:15]=[CH:14][N:13]=[C:12]2[CH3:16])[CH:6]=1)(=O)C.[H-].[Na+].F[C:20]1[CH:25]=[CH:24][C:23]([I:26])=[CH:22][C:21]=1[N+:27]([O-:29])=[O:28].O>CN1CCCC1=O>[CH3:16][C:12]1[N:11]([C:7]2[CH:6]=[C:5]([NH:4][C:20]3[CH:25]=[CH:24][C:23]([I:26])=[CH:22][C:21]=3[N+:27]([O-:29])=[O:28])[CH:10]=[CH:9][CH:8]=2)[CH:15]=[CH:14][N:13]=1 |f:1.2|. Procedure: To a solution of 2j from Example 5 (2 g, 9.3 mmol) in dry N-methyl-2-pyrrolidone (20 ml) is added sodium hydride (0.37 g of a 60% dispersion in mineral oil) in portions at 0° C. under nitrogen. The mixture is stirred for 1 hour, the last 30 min. at room-temperature. 1c from Example 1 (2.67 g, 10 mmol) is added and the temperature is raised to 40-50° C. over night. After cooling the mixture is poured into water (100 ml) and extracted with dichloromethane. The organic phase is extracted with 4M hy... Reactants: C(C)(C)(C)OC(=O)N[C@H]1[C@@H](C)O[C@@H](C=C1)CO[Si](C)(C)C(C)(C)C (2,6-Anhydro-3-[(tert-butoxycarbonyl)amino]-7-O-[tert-butyl(dimethyl)silyl]-1,3,4,5-tetradeoxy-D-arabino-hept-4-enitol). The reagents and catalysts are [Pt](=O)=O (platinum (IV) oxide). Solvent: C(C)(=O)OCC (ethyl acetate), C(C)O (ethanol). Reaction conditions: time 19 hour. The product is C(C)(C)(C)OC(=O)N[C@H]1[C@@H](C)O[C@@H](CC1)CO (2,6-Anhydro-3-[(tert-butoxycarbonyl)amino]-1,3,4,5-tetradeoxy-D-arabino-heptitol). Yield: 79.7%. RXN SMILES: [C:1]([O:5][C:6]([NH:8][C@@H:9]1[CH:15]=[CH:14][C@@H:13]([CH2:16][O:17][Si](C(C)(C)C)(C)C)[O:12][C@@H:10]1[CH3:11])=[O:7])([CH3:4])([CH3:3])[CH3:2]>C(OCC)(=O)C.C(O)C.[Pt](=O)=O>[C:1]([O:5][C:6]([NH:8][C@@H:9]1[CH2:15][CH2:14][C@@H:13]([CH2:16][OH:17])[O:12][C@@H:10]1[CH3:11])=[O:7])([CH3:4])([CH3:2])[CH3:3]. Reported procedure: The compound (960 mg, 2.68 mmol) obtained in Step 5 above was dissolved in ethyl acetate (5 ml) and ethanol (5 ml), platinum (IV) oxide (18 mg, 0.08 mmol) was added and the resulting mixture was stirred for 19 hours under hydrogen atmosphere. The catalyst was removed by filtration through celite, then the solvent in the filtrate was evaporated under reduced pressure and the residue was purified by silica gel column chromatography [n-hexane:ethyl acetate=9:1→2:3 (v/v)] to give 524 mg (79%) of the... Reactants: CC(C)C[AlH]CC(C)C (DIBALH), COC(C1=CC(=C(C=C1)Br)O)=O (4-Bromo-3-hydroxybenzoic acid methyl ester), resultant mixture. Solvent: C1(=CC=CC=C1)C (toluene), ClCCl (dichloromethane). Reaction conditions: time 2.75 hour. Yields the product BrC1=C(C=C(C=C1)CO)O (2-Bromo-5-hydroxymethylphenol). RXN SMILES: C[O:2][C:3](=O)[C:4]1[CH:9]=[CH:8][C:7]([Br:10])=[C:6]([OH:11])[CH:5]=1.CC(C[AlH]CC(C)C)C>ClCCl.C1(C)C=CC=CC=1>[Br:10][C:7]1[CH:8]=[CH:9][C:4]([CH2:3][OH:2])=[CH:5][C:6]=1[OH:11]. Procedure: To a suspension of 4-bromo-3-hydroxybenzoic acid methyl ester 70 (6.97 g, 30.2 mmol) in dichloromethane (360 mL) at 0° C. was added DIBALH (100 mL of a 1 M in toluene, 100 mmol) portionwise. Significant gas evolution was observed. The resultant mixture was warmed to room temperature and stirred for 2.75 h. After this time, the reaction mixture was quenched by the addition of saturated aqueous sodium potassium tartrate (600 mL) and saturated aqueous ammonium chloride (100 mL). The resultant bipha... Reactants: C(=O)OCC (ethyl format), Cl (HCl), N1=CC=C(C=C1)CC(=O)OCC (ethyl 2-(4-pyridinyl)acetate), [H-].[Na+] (NaH). Reaction SMILES: [N:1]1[CH:6]=[CH:5][C:4]([CH2:7][C:8]([O:10][CH2:11]C)=[O:9])=[CH:3][CH:2]=1.[H-].[Na+].[CH:15](OCC)=[O:16].Cl>C1(C)C=CC=CC=1.CCOC(C)=O.CCOCC>[OH:16][CH:15]=[C:7]([C:4]1[CH:3]=[CH:2][N:1]=[CH:6][CH:5]=1)[C:8]([O:10][CH3:11])=[O:9] |f:1.2|. Reported procedure: 9 g of ethyl 2-(4-pyridinyl)acetate and 1.35 g of 95% NaH are mixed in 90 ml of toluene. The mixture is heated at 100° C. for 30 minutes and is then cooled, and 8.8 ml of ethyl format are added. The mixture is left stirring at for 1 hour and at 100° C. for 45 minutes. The reaction medium is cooled and then 25.5 ml of 2N HCl are added. Filtration is carried out and then the precipitate formed is taken up in AcOEt and then in ether to produce 5.65 g of the expected compound. Solvent: CCOCC (ether), C1(=CC=CC=C1)C (toluene), CCOC(=O)C (AcOEt). The product is OC=C(C(=O)OC)C1=CC=NC=C1 (Methyl 3-hydroxyl-2-(4-pyridinyl)propenoate). Reaction conditions: temperature 100 celsius, time 45 minute.